From a dataset of the Open Reaction Database (ORD), a public repository of structured organic reaction records. describe an organic reaction: reactants, conditions, products, and yield Reactants: COC1=C(C=CC=C1)[N+](=O)[O-] (2-methoxynitrobenzene), [NH4+].[Cl-] (NH4Cl), solution, C(=C)(C)[Mg]Br (isopropenylmagnesium bromide). Solvent: C1CCOC1 (THF), C1CCOC1 (THF). Conditions: time 1 hour. Product: COC=1C=CC=C2C=C(NC12)C (7-Methoxy-2-methyl-1H-indole). As a reaction SMILES: [C:1]([Mg]Br)([CH3:3])=[CH2:2].[CH3:6][O:7][C:8]1[CH:13]=[CH:12][CH:11]=[CH:10][C:9]=1[N+:14]([O-])=O.[NH4+].[Cl-]>C1COCC1>[CH3:6][O:7][C:8]1[CH:13]=[CH:12][CH:11]=[C:10]2[C:9]=1[NH:14][C:1]([CH3:3])=[CH:2]2 |f:2.3|. Procedure details: 800 ml of a 0.5M solution of isopropenylmagnesium bromide in THF is cooled to −40° C. under a nitrogen atmosphere, a solution of 20.4 g of 2-methoxynitrobenzene in 125 ml of THF is then added dropwise and the mixture is left stirring for 1 hour while allowing the temperature to return to 0° C. The reaction mixture is poured into a saturated NH4Cl solution and extracted with ether, the organic phase is washed with a saturated NaCl solution and dried over MgSO4, and the solvent is evaporated under... The reactants are C(C(C)C)C1=CC=C(C=C1)C(C(=O)O)C (2-(4-isobutylphenyl)-propionic acid), C(C)O (ethanol), S(O)(O)(=O)=O (sulfuric acid). Product: C(C(C)C)C1=CC=C(C=C1)C(C(=O)OCC)C (ethyl 2-(4-isobutyl-phenyl)-propionate). Reaction SMILES: [CH2:1]([C:5]1[CH:10]=[CH:9][C:8]([CH:11]([CH3:15])[C:12]([OH:14])=[O:13])=[CH:7][CH:6]=1)[CH:2]([CH3:4])[CH3:3].S(=O)(=O)(O)O.[CH2:21](O)[CH3:22]>>[CH2:1]([C:5]1[CH:6]=[CH:7][C:8]([CH:11]([CH3:15])[C:12]([O:14][CH2:21][CH3:22])=[O:13])=[CH:9][CH:10]=1)[CH:2]([CH3:4])[CH3:3]. Procedure details: Under a nitrogen atmosphere, 2-(4-isobutylphenyl)-propionic acid (15.0 g) was dissolved in ethanol (200 ml), and conc. sulfuric acid (1 ml) was added, after which the solution was stirred with heating under reflux for 15 hours. The reaction mixture was cooled to room temperature, concentrated under reduced pressure, diluted with ethyl acetate, and thereafter neutralized with a saturated aqueous sodium bicarbonate solution. After extraction with ethyl acetate, the organic layer was dried over sod...